From a dataset of the Open Reaction Database (ORD), a public repository of structured organic reaction records. describe an organic reaction: reactants, conditions, products, and yield The reactants are CN(C(C(=S)OCC)=CC=C(C(=O)OCC)C1=CC=CC=C1)C (diethyl 2-dimethylamino-5-phenylthio-2,4-hexadienedioate), CC[O-].[Na+] (sodium ethylate), CC1=C(CSCC(=O)OCC)C(=CC(=C1)C)C (ethyl (2,4,6-trimethylbenzylthio)acetate), F[B-](F)(F)F.CN(C(=CC=[N+](C)C)C(=O)OCC)C (N-(3-dimethylamino-3-ethoxycarbonylpropenylidene)-N-methylmethanaminium tetrafluoroborate), ethanolic solution. The solvent is C(C)O (ethanol). Yields the product CN(C(C(=O)OCC)=CC=C(C(=O)OCC)SCC1=C(C=C(C=C1C)C)C)C (diethyl 2-dimethylamino-5-(2,4,6-trimethylbenzylthio)-2,4-hexadienedioate). The yield is 45.5%. RXN SMILES: CN(C)C(=CC=C(C1C=CC=CC=1)C(OCC)=O)C(OCC)=S.F[B-](F)(F)F.[CH3:29][N:30]([CH3:42])[C:31]([C:37]([O:39][CH2:40][CH3:41])=[O:38])=[CH:32][CH:33]=[N+](C)C.CC[O-].[Na+].[CH3:47][C:48]1[CH:61]=[C:60]([CH3:62])[CH:59]=[C:58]([CH3:63])[C:49]=1[CH2:50][S:51][CH2:52][C:53]([O:55][CH2:56][CH3:57])=[O:54]>C(O)C>[CH3:29][N:30]([CH3:42])[C:31](=[CH:32][CH:33]=[C:52]([S:51][CH2:50][C:49]1[C:58]([CH3:63])=[CH:59][C:60]([CH3:62])=[CH:61][C:48]=1[CH3:47])[C:53]([O:55][CH2:56][CH3:57])=[O:54])[C:37]([O:39][CH2:40][CH3:41])=[O:38] |f:1.2,3.4|. Reported procedure: The procedure is as in Example 2 for the preparation of diethyl 2-dimethylamino-5-phenylthio-2,4-hexadienedioate, starting with N-(3-dimethylamino-3-ethoxycarbonylpropenylidene)-N-methylmethanaminium tetrafluoroborate (10 g), a 2M ethanolic solution of sodium ethylate (21 cc) and ethyl (2,4,6-trimethylbenzylthio)acetate (8.8 g) in ethanol (80 cc). After purification by chromatography on a silica column with a mixture of cyclohexane and ethyl acetate (70:30 by volume) as eluent, diethyl 2-dimethy... Reactants: CCOc1ccc(Br)cc1C(=O)Cl, Br, COCCn1c(C)c(C)sc1=N. Product: CCOc1ccc(Br)cc1C(=O)N=c1sc(C)c(C)n1CCOC. RXN SMILES: [Br:14][c:15]1[cH:16][cH:17][c:18]([O:24][CH2:25][CH3:26])[c:19]([C:20](=[O:21])[Cl:22])[cH:23]1.[BrH:1].[CH3:2][O:3][CH2:4][CH2:5][n:6]1[c:7](=[NH:13])[s:8][c:9]([CH3:12])[c:10]1[CH3:11]>>[CH3:2][O:3][CH2:4][CH2:5][n:6]1[c:7](=[N:13][C:20]([c:19]2[c:18]([O:24][CH2:25][CH3:26])[cH:17][cH:16][c:15]([Br:14])[cH:23]2)=[O:21])[s:8][c:9]([CH3:12])[c:10]1[CH3:11]. Starting materials: CO, COC(C)OCN(c1noc(C)c1Cl)S(=O)(=O)c1c(Cc2cc3c(cc2C)OCO3)sc2ncccc12, Cl. The product is Cc1cc2c(cc1Cc1sc3ncccc3c1S(=O)(=O)Nc1noc(C)c1Cl)OCO2. As a reaction SMILES: [CH3:39][OH:40].[Cl:1][c:2]1[c:3]([N:8]([S:9](=[O:10])(=[O:11])[c:12]2[c:13]([CH2:21][c:22]3[c:23]([CH3:31])[cH:24][c:25]4[c:26]([cH:27]3)[O:28][CH2:29][O:30]4)[s:14][c:15]3[n:16][cH:17][cH:18][cH:19][c:20]23)[CH2:32][O:33][CH:34]([O:35][CH3:36])[CH3:37])[n:4][o:5][c:6]1[CH3:7].[ClH:38]>>[Cl:1][c:2]1[c:3]([NH:8][S:9](=[O:10])(=[O:11])[c:12]2[c:13]([CH2:21][c:22]3[c:23]([CH3:31])[cH:24][c:25]4[c:26]([cH:27]3)[O:28][CH2:29][O:30]4)[s:14][c:15]3[n:16][cH:17][cH:18][cH:19][c:20]23)[n:4][o:5][c:6]1[CH3:7]. Starting materials: Cl (HCl), C(C)OC1=NCC=2C=3C(=CC=CC13)NC2 (5-ethoxy-1,3-dihydropyrrolo[4,3,2-de]isoquinoline), CN(CCCN)C (3-(dimethylamino)propylamine). Run in C(C)O (ethanol), C(C)O (ethanol). The product is hydrochloride salt, CN(CCCNC1=NCC=2C=3C(=CC=CC13)NC2)C (5-[3-(Dimethylamino)propylamino]-1,3-dihydropyrrolo[4,3,2-de]isoquinoline). Reaction SMILES: C(O[C:4]1[C:13]2[CH:12]=[CH:11][CH:10]=[C:9]3[NH:14][CH:15]=[C:7]([C:8]=23)[CH2:6][N:5]=1)C.[CH3:16][N:17]([CH3:22])[CH2:18][CH2:19][CH2:20][NH2:21].Cl>C(O)C>[CH3:16][N:17]([CH3:22])[CH2:18][CH2:19][CH2:20][NH:21][C:4]1[C:13]2[CH:12]=[CH:11][CH:10]=[C:9]3[NH:14][CH:15]=[C:7]([C:8]=23)[CH2:6][N:5]=1. Procedure: A mixture of 5-ethoxy-1,3-dihydropyrrolo[4,3,2-de]isoquinoline (5 g, 25 mmoles), described in Example 5, ethanol (50 ml), 3-(dimethylamino)propylamine (2.7 g, 26.4 mmoles) and conc. HCl (12.5 ml, 29 mmoles) in 50 ml of ethanol is heated at reflux for 7 hours. Some ethanol is removed by distillation, then ether and saturated HCl in ethanol (2 ml) is added. The precipitate is collected. Recrystallization for ethanol-ethyl acetate (a small amount of HCl in ethanol being added) gives the hydrochlori...